Dataset: the Open Reaction Database (ORD), a public repository of structured organic reaction records. Task: describe an organic reaction: reactants, conditions, products, and yield Starting materials: NC1CC1, ClCCl, Fc1ccc2c(Cl)ncnc2c1. Product: Fc1ccc2c(NC3CC3)ncnc2c1. As a reaction SMILES: [CH:13]1([NH2:16])[CH2:14][CH2:15]1.[Cl:17][CH2:18][Cl:19].[Cl:1][c:2]1[n:3][cH:4][n:5][c:6]2[cH:7][c:8]([F:12])[cH:9][cH:10][c:11]12>>[c:2]1([NH:16][CH:13]2[CH2:14][CH2:15]2)[n:3][cH:4][n:5][c:6]2[cH:7][c:8]([F:12])[cH:9][cH:10][c:11]12.